From a dataset of the Open Reaction Database (ORD), a public repository of structured organic reaction records. describe an organic reaction: reactants, conditions, products, and yield Starting materials: 75□l, BrCCC (1-bromo propane), [H-].[Na+] (NaH), C1COCCOCCOCCOCCOCCO1 (18-crown-6), CC(CN1C(=CC2=C1N=C(N=C2)C#N)CN2C(N(C1(C2=O)CCNCC1)C)=O)(C)C (7-(2,2-Dimethyl-propyl)-6-(1-methyl-2,4-dioxo-1,3,8-triaza-spiro[4.5]dec-3-ylmethyl)-7H-pyrrolo[2,3-d]pyrimidine-2-carbonitrile). Run in CN(C)C=O (DMF). Reaction conditions: time 10 minute. Product: CC(CN1C(=CC2=C1N=C(N=C2)C#N)CN2C(N(C1(C2=O)CCN(CC1)CCC)C)=O)(C)C (7-(2,2-dimethyl-propyl)-6-(1-methyl-2,4-dioxo-8-propyl-1,3,8-triaza-spiro[4.5]dec-3-ylmethyl)-7H-pyrrolo[2,3-d]pyrimidine-2-carbonitrile). The yield is 41.0%. As a reaction SMILES: [H-].[Na+].C1OCCOCCOCCOCCOCCOC1.[CH3:21][C:22]([CH3:50])([CH3:49])[CH2:23][N:24]1[C:28]2[N:29]=[C:30]([C:33]#[N:34])[N:31]=[CH:32][C:27]=2[CH:26]=[C:25]1[CH2:35][N:36]1[C:40](=[O:41])[C:39]2([CH2:46][CH2:45][NH:44][CH2:43][CH2:42]2)[N:38]([CH3:47])[C:37]1=[O:48].Br[CH2:52][CH2:53][CH3:54]>CN(C=O)C>[CH3:21][C:22]([CH3:50])([CH3:49])[CH2:23][N:24]1[C:28]2[N:29]=[C:30]([C:33]#[N:34])[N:31]=[CH:32][C:27]=2[CH:26]=[C:25]1[CH2:35][N:36]1[C:40](=[O:41])[C:39]2([CH2:42][CH2:43][N:44]([CH2:52][CH2:53][CH3:54])[CH2:45][CH2:46]2)[N:38]([CH3:47])[C:37]1=[O:48] |f:0.1|. Procedure details: To a suspension of 27.4 mg (0.685 mmoles) of NaH and 6.5 mg (0.025 mmoles) of 18-crown-6 in 2.0 ml of DMF, 200 mg (0.488 mmoles) of 7-(2,2-Dimethyl-propyl)-6-(1-methyl-2,4-dioxo-1,3,8-triaza-spiro[4.5]dec-3-ylmethyl)-7H-pyrrolo[2,3-d]pyrimidine-2-carbonitrile is added at ambient temperature. After being stirred for 10 minutes, 75□l (0.823 mmoles) of 1-bromo propane is added at 0° C. and the reaction mixture is stirred for 5 hours at ambient temperature. The reaction mixture is quenched with cold... Reactants: ice, C1(CCCCC1)CCCCN1CC[C@@H]2C3=C(CC[C@H]12)C(=CC=C3)OC (rac-cis-3-(4-cyclohexyl-butyl)-2,3,3a,4,5,9b-hexahydro-6-methoxy-1H-benzo[e]indole), [OH-].[Na+] (NaOH). Solvent: Br (HBr). Product: C1(CCCCC1)CCCCN1CC[C@@H]2C3=C(CC[C@H]12)C(=CC=C3)O (rac-cis-3-(4-cyclohexyl-butyl)-2,3,3a,4,5,9b-hexahydro-1H-benzo[e]indol-6-ol). Yield: 89.9%. RXN SMILES: [CH:1]1([CH2:7][CH2:8][CH2:9][CH2:10][N:11]2[C@@H:19]3[C@@H:14]([C:15]4[CH:23]=[CH:22][CH:21]=[C:20]([O:24]C)[C:16]=4[CH2:17][CH2:18]3)[CH2:13][CH2:12]2)[CH2:6][CH2:5][CH2:4][CH2:3][CH2:2]1.[OH-].[Na+]>Br>[CH:1]1([CH2:7][CH2:8][CH2:9][CH2:10][N:11]2[C@@H:19]3[C@@H:14]([C:15]4[CH:23]=[CH:22][CH:21]=[C:20]([OH:24])[C:16]=4[CH2:17][CH2:18]3)[CH2:13][CH2:12]2)[CH2:6][CH2:5][CH2:4][CH2:3][CH2:2]1 |f:1.2|. Reported procedure: 5.0 g (0.0146 mol) of rac-cis-3-(4-cyclohexyl-butyl)-2,3,3a,4,5,9b-hexahydro-6-methoxy-1H-benzo[e]indole were dissolved in 0.17 l of 48% aqueous HBr and boiled under reflux for 5 hours. The mixture was poured on to ~200 g of ice and treated with 200 ml of 28% aqueous NaOH solution. The mixture was extracted three times with ethyl acetate, whereupon the organic phase was washed with saturated sodium chloride solution, dried with MgSO4, filtered and concentrated. By chromatography of the residue o... Starting materials: C1CCOC1, CC(=O)O, CC#CCC(C)(C)C(C=CC1C(C)CC(=O)C1CC=CCCCC(=O)O)OC1CCCCO1, O. The product is CC#CCC(C)(C)C(O)C=CC1C(C)CC(=O)C1CC=CCCCC(=O)O. RXN SMILES: [CH2:39]1[O:40][CH2:41][CH2:42][CH2:43]1.[CH3:34][C:35](=[O:36])[OH:37].[O:1]=[C:2]1[CH:3]([CH2:4][CH:5]=[CH:6][CH2:7][CH2:8][CH2:9][C:10](=[O:11])[OH:12])[CH:13]([CH:17]=[CH:18][CH:19]([C:20]([CH2:21][C:22]#[C:23][CH3:24])([CH3:25])[CH3:26])[O:27][CH:28]2[CH2:29][CH2:30][CH2:31][CH2:32][O:33]2)[CH:14]([CH3:16])[CH2:15]1.[OH2:38]>>[O:1]=[C:2]1[CH:3]([CH2:4][CH:5]=[CH:6][CH2:7][CH2:8][CH2:9][C:10](=[O:11])[OH:12])[CH:13]([CH:17]=[CH:18][CH:19]([C:20]([CH2:21][C:22]#[C:23][CH3:24])([CH3:25])[CH3:26])[OH:27])[CH:14]([CH3:16])[CH2:15]1. Reaction SMILES: F[C:2]1[CH:10]=[CH:9][C:8]([N:11]2[CH2:15][CH2:14][N:13]([C:16]3[CH:17]=[N:18][CH:19]=[CH:20][C:21]=3[CH3:22])[C:12]2=[O:23])=[CH:7][C:3]=1[CH:4]=[N:5][OH:6].[H-].[Na+].CO.C(Cl)Cl>CN(C=O)C.C(Cl)(Cl)Cl>[O:6]1[C:2]2[CH:10]=[CH:9][C:8]([N:11]3[CH2:15][CH2:14][N:13]([C:16]4[CH:17]=[N:18][CH:19]=[CH:20][C:21]=4[CH3:22])[C:12]3=[O:23])=[CH:7][C:3]=2[CH:4]=[N:5]1 |f:1.2|. Procedure: 2-Fluoro-5-[3-(4-methyl-pyridin-3-yl)-2-oxo-imidazolidin-1-yl]-benzaldehyde oxime (I-113b:160 mg, 0.509 mmol) in dry DMF (2 mL) was added dropwise to a stirred mixture of NaH (72 mg, 1.52 mmol) in DMF (1 mL) at 0° C. The resulting mixture was stirred at room temperature for 70 hours. The reaction was monitored by TLC (10% MeOH in CHCl3). The reaction mixture was partitioned between ice water and ethylacetate. The aqueous layer was distilled to afford the solid residue which was dissolved 1:1 DCM... Reaction conditions: time 70 hour. The reactants are FC1=C(C=NO)C=C(C=C1)N1C(N(CC1)C=1C=NC=CC1C)=O (2-Fluoro-5-[3-(4-methyl-pyridin-3-yl)-2-oxo-imidazolidin-1-yl]-benzaldehyde oxime), [H-].[Na+] (NaH), C(Cl)Cl (DCM), CO (MeOH), CO (MeOH). The solvent is C(Cl)(Cl)Cl (CHCl3), CN(C)C=O (DMF), CN(C)C=O (DMF). Product: O1N=CC2=C1C=CC(=C2)N2C(N(CC2)C=2C=NC=CC2C)=O (1-Benzo[d]isoxazol-5-yl-3-(4-methyl-pyridin-3-yl)-imidazolidin-2-one). The yield is 70.1%. Reactants: CC(Oc1ccc(C#N)cn1)C1CN(Cc2ccccc2)CC1c1ccc(Cl)c(Cl)c1, CC#N, O=C(Cl)OCC(Cl)(Cl)Cl. Yields the product CC(Oc1ccc(C#N)cn1)C1CNCC1c1ccc(Cl)c(Cl)c1. Reaction SMILES: [CH2:1]([c:2]1[cH:3][cH:4][cH:5][cH:6][cH:7]1)[N:8]1[CH2:9][CH:10]([CH:21]([CH3:22])[O:23][c:24]2[n:25][cH:26][c:27]([C:28]#[N:29])[cH:30][cH:31]2)[CH:11]([c:13]2[cH:14][c:15]([Cl:20])[c:16]([Cl:19])[cH:17][cH:18]2)[CH2:12]1.[CH3:41][C:42]#[N:43].[Cl:32][C:33]([O:34][CH2:35][C:36]([Cl:37])([Cl:38])[Cl:39])=[O:40]>>[NH:8]1[CH2:9][CH:10]([CH:21]([CH3:22])[O:23][c:24]2[n:25][cH:26][c:27]([C:28]#[N:29])[cH:30][cH:31]2)[CH:11]([c:13]2[cH:14][c:15]([Cl:20])[c:16]([Cl:19])[cH:17][cH:18]2)[CH2:12]1. Reactants: BrC1=C(C=O)C=CC=C1 (2-bromobenzaldehyde), C#CCCCCCCCCCC (1-dodecyne), cuprous iodide. The reagents and catalysts are [Pd](Cl)Cl.C1(=CC=CC=C1)P(C1=CC=CC=C1)C1=CC=CC=C1.C1(=CC=CC=C1)P(C1=CC=CC=C1)C1=CC=CC=C1 (bis(triphenylphosphine) palladium chloride). The solvent is C(C)N(CC)CC (triethylamine). Product: C(#CCCCCCCCCCC)C1=C(C=O)C=CC=C1 (2-(1-dodecyn-1-yl)benzaldehyde). As a reaction SMILES: Br[C:2]1[CH:9]=[CH:8][CH:7]=[CH:6][C:3]=1[CH:4]=[O:5].[CH:10]#[C:11][CH2:12][CH2:13][CH2:14][CH2:15][CH2:16][CH2:17][CH2:18][CH2:19][CH2:20][CH3:21]>[Pd](Cl)Cl.C1(P(C2C=CC=CC=2)C2C=CC=CC=2)C=CC=CC=1.C1(P(C2C=CC=CC=2)C2C=CC=CC=2)C=CC=CC=1.C(N(CC)CC)C>[C:10]([C:2]1[CH:9]=[CH:8][CH:7]=[CH:6][C:3]=1[CH:4]=[O:5])#[C:11][CH2:12][CH2:13][CH2:14][CH2:15][CH2:16][CH2:17][CH2:18][CH2:19][CH2:20][CH3:21] |f:2.3.4|. Reported procedure: A mixture of 2-bromobenzaldehyde (10.05 mmoles), 1-dodecyne (12.03 mmoles), cuprous iodide (0.11 mmoles) and bis(triphenylphosphine) palladium chloride (0.20 mmoles) in freshly distilled triethylamine (30 ml.) was heated for one hour at reflux producing a white precipitate. The reaction mixture was cooled and filtered. The filtrate was evaporated to dryness at reduced pressure and then dissolved in diethyl ether (50 ml) and washed with brine (50 ml). After treatment with anhydrous magnesium sulf...